Dataset: the Open Reaction Database (ORD), a public repository of structured organic reaction records. Task: describe an organic reaction: reactants, conditions, products, and yield The reactants are Cl.C(=N)N (formamidine hydrochloride), C[O-].[Na+] (sodium methoxide), CN(C)C=C1CCN(C2=C(C1=O)C=CC=C2)C(C2=CC=C(C=C2)[N+](=O)[O-])=O (4-[(dimethylamino)methylene]-1,2,3,4-tetrahydro-1-(4-nitrobenzoyl)-5H-1-benzazepine-5-one). Run in CO (methanol), CO (methanol). Conditions: time 5 minute. Product: [N+](=O)([O-])C1=CC=C(C(=O)N2CCC3=C(C4=C2C=CC=C4)N=CN=C3)C=C1 (6,7-Dihydro-7-(4-nitrobenzoyl)-5H-pyrimido-[5,4-d][1]benzazepine). Isolated yield 107.7%. As a reaction SMILES: Cl.[CH:2]([NH2:4])=[NH:3].C[O-].[Na+].CN([CH:11]=[C:12]1[C:18](=O)[C:17]2[CH:20]=[CH:21][CH:22]=[CH:23][C:16]=2[N:15]([C:24](=[O:34])[C:25]2[CH:30]=[CH:29][C:28]([N+:31]([O-:33])=[O:32])=[CH:27][CH:26]=2)[CH2:14][CH2:13]1)C>CO>[N+:31]([C:28]1[CH:29]=[CH:30][C:25]([C:24]([N:15]2[C:16]3[CH:23]=[CH:22][CH:21]=[CH:20][C:17]=3[C:18]3[N:3]=[CH:2][N:4]=[CH:11][C:12]=3[CH2:13][CH2:14]2)=[O:34])=[CH:26][CH:27]=1)([O-:33])=[O:32] |f:0.1,2.3|. Procedure details: To a solution of 0.152 g (1.89 mmol) of formamidine hydrochloride in 10 ml of methanol under argon is added 0.102 g (1.89 mmol) of sodium methoxide. After stirring 5 min., a solution of 0.46 g (1.26 mmol) of 4-[(dimethylamino)methylene]-1,2,3,4-tetrahydro-1-(4-nitrobenzoyl)-5H-1-benzazepine-5-one in 5 ml of methanol is added and the mixture stirred 18 hours. The solvent is removed, dichloromethane added, and the mixture filtered. The solid is washed with dichloromethane. The combined filtrate is... Starting materials: CC#N, COc1cc(C(=O)Cl)cc(OC)c1OC, [K+], N#C[S-]. The product is COc1cc(C(=O)N=C=S)cc(OC)c1OC. As a reaction SMILES: [CH3:20][C:21]#[N:22].[CH3:5][O:6][c:7]1[cH:8][c:9]([C:10](=[O:11])[Cl:12])[cH:13][c:14]([O:18][CH3:19])[c:15]1[O:16][CH3:17].[K+:1].[S-:2][C:3]#[N:4]>>[S:2]=[C:3]=[N:4][C:10]([c:9]1[cH:8][c:7]([O:6][CH3:5])[c:15]([O:16][CH3:17])[c:14]([O:18][CH3:19])[cH:13]1)=[O:11].